From a dataset of the Open Reaction Database (ORD), a public repository of structured organic reaction records. describe an organic reaction: reactants, conditions, products, and yield Starting materials: CCOC(=O)C(CC1CCCC1)c1ccc(S(=O)(=O)CC(C)=O)cc1, CO, [Na+], [OH-], O. The product is CC(=O)CS(=O)(=O)c1ccc(C(CC2CCCC2)C(=O)O)cc1. As a reaction SMILES: [CH2:1]([CH3:2])[O:3][C:4]([CH:5]([CH2:6][CH:7]1[CH2:8][CH2:9][CH2:10][CH2:11]1)[c:12]1[cH:13][cH:14][c:15]([S:18](=[O:19])(=[O:20])[CH2:21][C:22]([CH3:23])=[O:24])[cH:16][cH:17]1)=[O:25].[CH3:28][OH:29].[Na+:27].[OH-:26].[OH2:30]>>[O:3]=[C:4]([CH:5]([CH2:6][CH:7]1[CH2:8][CH2:9][CH2:10][CH2:11]1)[c:12]1[cH:13][cH:14][c:15]([S:18](=[O:19])(=[O:20])[CH2:21][C:22]([CH3:23])=[O:24])[cH:16][cH:17]1)[OH:25]. Reactants: ice, C[Si](C)(C)C=[N+]=[N-] (trimethylsilyl diazomethane), solution, hexanes, [Li+].CC(C)[N-]C(C)C (LDA), solution, CCCCCCC.O1CCCC1.C(C)C1=CC=CC=C1 (heptane THF ethylbenzene), [Li+].CC(C)[N-]C(C)C (LDA), ice, C(C1=CC=CC=C1)N1C=CC2=C1C(N(C(=C2C2=CC=C(C=C2)C)C(C(=O)O)OC(C)(C)C)C)=O (2-(1-benzyl-6-methyl-7-oxo-4-(p-tolyl)-6,7-dihydro-1H-pyrrolo[2,3-c]pyridin-5-yl)-2-(tert-butoxy)acetic acid), C[Si](C)(C)C=[N+]=[N-] (trimethylsilyl diazomethane), solution, hexanes. Solvent: CO (methanol), C(C)OCC (diethyl ether), O1CCCC1 (Tetrahydrofuran). Reaction conditions: temperature 0 celsius, time 45 minute. Yields the product C(C)(C)(C)OC(C(=O)OC)C1=C(C2=C(C(N1C)=O)NC=C2)C2=CC=C(C=C2)C (methyl 2-(tert-butoxy)-2-(6-methyl-7-oxo-4-(p-tolyl)-6,7-dihydro-1H-pyrrolo[2,3-c]pyridin-5-yl)acetate), residue. The yield is 73.0%. RXN SMILES: C([N:8]1[C:12]2[C:13](=[O:34])[N:14]([CH3:33])[C:15]([CH:24]([O:28][C:29]([CH3:32])([CH3:31])[CH3:30])[C:25]([OH:27])=[O:26])=[C:16]([C:17]3[CH:22]=[CH:21][C:20]([CH3:23])=[CH:19][CH:18]=3)[C:11]=2[CH:10]=[CH:9]1)C1C=CC=CC=1.[Li+].[CH3:36]C([N-]C(C)C)C.CCCCCCC.O1CCCC1.C(C1C=CC=CC=1)C.C[Si](C=[N+]=[N-])(C)C>O1CCCC1.CO.C(OCC)C>[C:29]([O:28][CH:24]([C:15]1[N:14]([CH3:33])[C:13](=[O:34])[C:12]2[NH:8][CH:9]=[CH:10][C:11]=2[C:16]=1[C:17]1[CH:18]=[CH:19][C:20]([CH3:23])=[CH:21][CH:22]=1)[C:25]([O:27][CH3:36])=[O:26])([CH3:31])([CH3:32])[CH3:30] |f:1.2,3.4.5|. Reported procedure: An ice cold mixture of 2-(1-benzyl-6-methyl-7-oxo-4-(p-tolyl)-6,7-dihydro-1H-pyrrolo[2,3-c]pyridin-5-yl)-2-(tert-butoxy)acetic acid (64.0 mg, 0.140 mmol) in Tetrahydrofuran (THF) (2.0 mL) was treated with dropwise addition of LDA, 2M solution in heptane/THF/ethylbenzene (0.140 mL, 0.279 mmol) and then allowed to stir at 0° C. for 45 minutes. Additional LDA (70 uL) was added and then stirred an additional 10 minutes. The mixture was quenched by adding 1N HCl and acidified to pH 2. The mixture was... The reactants are N1C(C(=O)O)CCC1 (d,1-proline), C([O-])([O-])=O.[K+].[K+] (potassium carbonate), BrC=1N=C2C(=NC1)N(C=C2C(C(C)(C)C)=O)COCC[Si](C)(C)C (1-[2-bromo-5-(2-trimethylsilanyl-ethoxymethyl)-5H-pyrrolo[2,3-b]pyrazin-7-yl]-2,2-dimethyl-propan-1-one), N1C=CC2=CC=CC=C12 (Indole), EtOAc hexanes, C([O-])(O)=O.[Na+] (sodium bicarbonate). The reagents and catalysts are [Cu](I)I (copper iodide). The solvent is CS(=O)C (DMSO), hexanes, CCOC(=O)C (EtOAc). Conditions: temperature 100 celsius, time 24 hour. The product is N1(C=CC2=CC=CC=C12)C=1N=C2C(=NC1)N(C=C2C(C(C)(C)C)=O)COCC[Si](C)(C)C (1-[2-indol-1-yl-5-(2-trimethylsilanyl-ethoxymethyl)-5H-pyrrolo[2,3-b]pyrazin-7-yl]-2,2-dimethyl-propan-1-one). Yield: 61.0%. RXN SMILES: N1CCCC1C(O)=O.C(=O)([O-])[O-].[K+].[K+].Br[C:16]1[N:17]=[C:18]2[C:24]([C:25](=[O:30])[C:26]([CH3:29])([CH3:28])[CH3:27])=[CH:23][N:22]([CH2:31][O:32][CH2:33][CH2:34][Si:35]([CH3:38])([CH3:37])[CH3:36])[C:19]2=[N:20][CH:21]=1.[NH:39]1[C:47]2[C:42](=[CH:43][CH:44]=[CH:45][CH:46]=2)[CH:41]=[CH:40]1.C(=O)(O)[O-].[Na+]>[Cu](I)I.CCOC(C)=O.CS(C)=O>[N:39]1([C:16]2[N:17]=[C:18]3[C:24]([C:25](=[O:30])[C:26]([CH3:29])([CH3:28])[CH3:27])=[CH:23][N:22]([CH2:31][O:32][CH2:33][CH2:34][Si:35]([CH3:38])([CH3:37])[CH3:36])[C:19]3=[N:20][CH:21]=2)[C:47]2[C:42](=[CH:43][CH:44]=[CH:45][CH:46]=2)[CH:41]=[CH:40]1 |f:1.2.3,6.7|. Procedure: DMSO (3 mL) was added to a mixture of copper iodide (10 mg; 0.05 mmol), d,1-proline (12 mg; 0.10 mmol), potassium carbonate (111 mg; 0.79 mmol), and 1-[2-bromo-5-(2-trimethylsilanyl-ethoxymethyl)-5H-pyrrolo[2,3-b]pyrazin-7-yl]-2,2-dimethyl-propan-1-one (150 mg; 0.36 mmol). Indole (327 mg; 2.91 mmol) was added and the resulting mixture was stirred at 100° C. (oil bath) for 24 hrs. TLC analysis (25% EtOAc/hexanes) shows a new more-polar product. The reaction mixture was poured into 50 mL of satura... Starting materials: ClC1=C2C(=NN=C1C1=CC=CC=C1)N(N=C2C2=CC=CC=C2)CC(=O)O (2-(4-chloro-3,5-diphenyl-1H-pyrazolo[3,4-c]pyridazin-1-yl)acetic acid), ClC1=C2C(=NN=C1C1=CC=CC=C1)N(N=C2C2=CC=CC=C2)CC(=O)NC (2-(4-chloro-3,5-diphenyl-1H-pyrazolo[3,4-c]pyridazin-1-yl)-N-methylacetamide), [N+](=O)([O-])C1=CC=C(C=2C1=NON2)NCCCN (N1-(7-nitrobenzo[c][1,2,5]oxadiazol-4-yl)propane-1,3-diamine). Yields the product ClC1=C2C(=NN=C1C1=CC=CC=C1)N(N=C2C2=CC=CC=C2)CC(=O)NCCCNC2=CC=C(C1=NON=C12)[N+](=O)[O-] (2-(4-Chloro-3,5-diphenyl-1H-pyrazolo[3,4-c]pyridazin-1-yl)-N-(3-(7-nitrobenzo[c][1,2,5]oxadiazol-4-ylamino)propyl)acetamide). RXN SMILES: [Cl:1][C:2]1[C:7]([C:8]2[CH:13]=[CH:12][CH:11]=[CH:10][CH:9]=2)=[N:6][N:5]=[C:4]2[N:14]([CH2:23][C:24](O)=[O:25])[N:15]=[C:16]([C:17]3[CH:22]=[CH:21][CH:20]=[CH:19][CH:18]=3)[C:3]=12.ClC1C(C2C=CC=CC=2)=NN=C2N(CC(NC)=O)N=C(C3C=CC=CC=3)C=12.[N+:54]([C:57]1[C:62]2=[N:63][O:64][N:65]=[C:61]2[C:60]([NH:66][CH2:67][CH2:68][CH2:69][NH2:70])=[CH:59][CH:58]=1)([O-:56])=[O:55]>>[Cl:1][C:2]1[C:7]([C:8]2[CH:13]=[CH:12][CH:11]=[CH:10][CH:9]=2)=[N:6][N:5]=[C:4]2[N:14]([CH2:23][C:24]([NH:70][CH2:69][CH2:68][CH2:67][NH:66][C:60]3[C:61]4[C:62](=[N:63][O:64][N:65]=4)[C:57]([N+:54]([O-:56])=[O:55])=[CH:58][CH:59]=3)=[O:25])[N:15]=[C:16]([C:17]3[CH:22]=[CH:21][CH:20]=[CH:19][CH:18]=3)[C:3]=12. Reported procedure: Compound 6 was synthesised from 2-(4-chloro-3,5-diphenyl-1H-pyrazolo[3,4-c]pyridazin-1-yl)acetic acid following a similar procedure outlined in Example 16 (Compound 5), using N1-(7-nitrobenzo[c][1,2,5]oxadiazol-4-yl)propane-1,3-diamine instead of methylamine hydrochloride in the final step.